Dataset: the Open Reaction Database (ORD), a public repository of structured organic reaction records. Task: describe an organic reaction: reactants, conditions, products, and yield Yields the product COCCNCC(=O)Nc1ccc2c(c1)COC(NC1CCCc3ccccc31)=N2. As a reaction SMILES: [CH3:27][O:28][CH2:29][CH2:30][NH2:31].[Cl:1][CH2:2][C:3](=[O:4])[NH:5][c:6]1[cH:7][c:8]2[c:9]([cH:25][cH:26]1)[N:10]=[C:11]([NH:14][CH:15]1[CH2:16][CH2:17][CH2:18][c:19]3[cH:20][cH:21][cH:22][cH:23][c:24]31)[O:12][CH2:13]2>>[CH2:2]([C:3](=[O:4])[NH:5][c:6]1[cH:7][c:8]2[c:9]([cH:25][cH:26]1)[N:10]=[C:11]([NH:14][CH:15]1[CH2:16][CH2:17][CH2:18][c:19]3[cH:20][cH:21][cH:22][cH:23][c:24]31)[O:12][CH2:13]2)[NH:31][CH2:30][CH2:29][O:28][CH3:27]. The reactants are COCCN, O=C(CCl)Nc1ccc2c(c1)COC(NC1CCCc3ccccc31)=N2. Starting materials: C(=O)(N1C=NC=C1)N1C=NC=C1 (1,1′-Carbonyldiimidazole), FC=1C=C(C(=CC1)N)N (4-Fluorobenzene-1,2-diamine), N (ammonia). The solvent is O (water), C1CCOC1 (THF). Reaction conditions: time 8 hour. Product: FC1=CC2=C(NC(N2)=O)C=C1 (5-fluoro-1H-benzo[d]imidazol-2(3H)-one). Yield: 51.8%. Reaction SMILES: [F:1][C:2]1[CH:3]=[C:4]([NH2:9])[C:5]([NH2:8])=[CH:6][CH:7]=1.[C:10](N1C=CN=C1)(N1C=CN=C1)=[O:11].N>C1COCC1.O>[F:1][C:2]1[CH:7]=[CH:6][C:5]2[NH:8][C:10](=[O:11])[NH:9][C:4]=2[CH:3]=1. Procedure details: 4-Fluorobenzene-1,2-diamine (2 g, 15.86 mmol) was dissolved in THF (49.4 ml) and 1,1′-Carbonyldiimidazole (2.83 g, 17.44 mmol) was added at RT. The reaction mixture was stirred overnight at RT. To this was added concentrated ammonia solution (1.5 ml) and the mixture stirred for 30 minutes and then diluted with water (100 ml). The resultant solid was collected by filtration, washed with water, followed by Et2O and then dried in vacuo to afford 5-fluoro-1H-benzo[d]imidazol-2(3H)-one (1.250 g, 52%)... Product: CN1N=C(C(=C1)CC(=O)OC)OCC1=CC(=NO1)OCC1=NC2=CC=CC=C2C=C1 (methyl [1-methyl-3-[3-(2-quinolylmethoxy)-5-isoxazolylmethoxy]-1H-pyrazol-4-yl]acetate). Isolated yield 94.5%. RXN SMILES: [OH:1][C:2]1[C:6]([CH2:7][C:8]([O:10][CH3:11])=[O:9])=[CH:5][N:4]([CH3:12])[N:3]=1.Cl[CH2:14][C:15]1[O:19][N:18]=[C:17]([O:20][CH2:21][C:22]2[CH:31]=[CH:30][C:29]3[C:24](=[CH:25][CH:26]=[CH:27][CH:28]=3)[N:23]=2)[CH:16]=1.C(=O)([O-])[O-].[K+].[K+].CN(C)C=O>O>[CH3:12][N:4]1[CH:5]=[C:6]([CH2:7][C:8]([O:10][CH3:11])=[O:9])[C:2]([O:1][CH2:14][C:15]2[O:19][N:18]=[C:17]([O:20][CH2:21][C:22]3[CH:31]=[CH:30][C:29]4[C:24](=[CH:25][CH:26]=[CH:27][CH:28]=4)[N:23]=3)[CH:16]=2)=[N:3]1 |f:2.3.4|. Solvent: O (water). Reaction conditions: temperature 60 celsius, time 4 hour. The reactants are OC1=NN(C=C1CC(=O)OC)C (methyl (3-hydroxy-1-methyl-1H-pyrazol-4-yl)acetate), ClCC1=CC(=NO1)OCC1=NC2=CC=CC=C2C=C1 (2-(5-chloromethyl-3-isoxazolyloxymethyl)quinoline), C([O-])([O-])=O.[K+].[K+] (potassium carbonate), CN(C=O)C (N,N-dimethylformamide). Procedure: A mixture of methyl (3-hydroxy-1-methyl-1H-pyrazol-4-yl)acetate (298 mg), 2-(5-chloromethyl-3-isoxazolyloxymethyl)quinoline (481 mg), potassium carbonate (484 mg) and N,N-dimethylformamide (10 ml) was stirred at 60° C. for 4 hrs. The reaction mixture was poured into water and the mixture was extracted with ethyl acetate. The ethyl acetate layer was washed with saturated brine, dried (MgSO4) and concentrated. The residue was subjected to silica gel column chromatography, and methyl [1-methyl-3-[3... Product: OC1=CC(=NC=2N1N=C(N2)CO)C(=O)OC (7-hydroxy-2-hydroxymethyl-5-methoxycarbonyl-s-triazolo[1,5-a]pyrimidine). Run at temperature 30 celsius, time 20 hour. Procedure details: In 1.7 liters of methanol was suspended 60 g of 3-amino-5-hydroxymethyl-1,2,4-triazole and 75 ml of dimethyl acetylenedicarboxylate was added to the suspension, and the mixture was stirred at 30 ° C. for 20 hours. Precipitates were collected by filtration, washed with methanol and then dried to obtain 25.7 g of the title compound. Reactants: NC1=NNC(=N1)CO (3-amino-5-hydroxymethyl-1,2,4-triazole), C(#CC(=O)OC)C(=O)OC (dimethyl acetylenedicarboxylate). RXN SMILES: [NH2:1][C:2]1[N:6]=[C:5]([CH2:7][OH:8])[NH:4][N:3]=1.[C:9]([C:15](OC)=[O:16])#[C:10][C:11]([O:13][CH3:14])=[O:12]>CO>[OH:16][C:15]1[N:3]2[N:4]=[C:5]([CH2:7][OH:8])[N:6]=[C:2]2[N:1]=[C:10]([C:11]([O:13][CH3:14])=[O:12])[CH:9]=1. Run in CO (methanol).